The task is: describe an organic reaction: reactants, conditions, products, and yield. This data is from the Open Reaction Database (ORD), a public repository of structured organic reaction records. The reactants are C(O)([O-])=O.[Na+] (sodium hydrogen carbonate), C1(CC1)C1=CC=C2C(=CC(N(C2=C1)CC1OCCO1)=O)C (7-cyclopropyl-1-(1,3-dioxolan-2-ylmethyl)-4-methylquinolin-2(1H)-one), FC(C(=O)O)(F)F (trifluoroacetic acid), C(C)(=O)OCC (ethyl acetate). Solvent: O (water). Run at time 1 hour. Yields the product C1(CC1)C1=CC=C2C(=CC(N(C2=C1)CC=O)=O)C ((7-cyclopropyl-4-methyl-2-oxo-1,2-dihydroquinolin-1-yl)acetaldehyde). RXN SMILES: [CH:1]1([C:4]2[CH:13]=[C:12]3[C:7]([C:8]([CH3:21])=[CH:9][C:10](=[O:20])[N:11]3[CH2:14][CH:15]3OCC[O:16]3)=[CH:6][CH:5]=2)[CH2:3][CH2:2]1.FC(F)(F)C(O)=O.C(OCC)(=O)C.C(=O)([O-])O.[Na+]>O>[CH:1]1([C:4]2[CH:13]=[C:12]3[C:7]([C:8]([CH3:21])=[CH:9][C:10](=[O:20])[N:11]3[CH2:14][CH:15]=[O:16])=[CH:6][CH:5]=2)[CH2:2][CH2:3]1 |f:3.4|. Procedure: To 0.10 g of 7-cyclopropyl-1-(1,3-dioxolan-2-ylmethyl)-4-methylquinolin-2(1H)-one, 3 mL of an 80% aqueous trifluoroacetic acid solution was added, the mixture was stirred at room temperature for 1 hour, and then stood still at room temperature for 13 hours. Thereto were added 3 mL of ethyl acetate and 4 mL of water, and the mixture was neutralized with an aqueous saturated sodium hydrogen carbonate solution. The organic layer was separated, washed with water and dried over anhydrous magnesium su... The reactants are CS(=O)C (DMSO), C(=O)(C(F)(F)F)O (TFA), ClC=1N=C(C=2N(C1)N=CC2C(=O)O)OC (6-chloro-4-methoxypyrazolo[1,5-a]pyrazine-3-carboxylic acid). Reagents/catalysts: FC(C(=O)[O-])(F)F.[Pd+2].FC(C(=O)[O-])(F)F (palladium(II) trifluoroacetate). The solvent is CN(C)C=O (DMF). Reaction conditions: temperature 110 celsius, time 2.5 hour. The product is ClC=1N=C(C=2N(C1)N=CC2)OC (6-chloro-4-methoxypyrazolo[1,5-a]pyrazine). As a reaction SMILES: [Cl:1][C:2]1[N:3]=[C:4]([O:14][CH3:15])[C:5]2[N:6]([N:8]=[CH:9][C:10]=2C(O)=O)[CH:7]=1.CS(C)=O.C(O)(C(F)(F)F)=O>CN(C=O)C.FC(F)(F)C([O-])=O.[Pd+2].FC(F)(F)C([O-])=O>[Cl:1][C:2]1[N:3]=[C:4]([O:14][CH3:15])[C:5]2[N:6]([N:8]=[CH:9][CH:10]=2)[CH:7]=1 |f:4.5.6|. Reported procedure: Crude 6-chloro-4-methoxypyrazolo[1,5-a]pyrazine-3-carboxylic acid from above (611 mg, 2.68 mmol) was dissolved along with palladium(II) trifluoroacetate (401 mg, 1.2 mmol) in DMF (24 mL). DMSO (1.6 mL) and TFA (2 mL, 26 mmol) were added and the resulting mixture was heated to 110° C. After stirring 2.5 h, the reaction mixture was cooled and filtered. The filtrate was concentrated in vacuo and was partitioned between EtOAc, saturated aqueous NaHCO3 and water. The phases were separated, and the aq... Starting materials: CCCCNCC, CC#N, Cc1nc(Cl)cc(Cl)n1, O. Yields the product CCCCN(CC)c1cc(Cl)nc(C)n1. As a reaction SMILES: [CH2:10]([CH2:11][CH2:12][CH3:13])[NH:14][CH2:15][CH3:16].[CH3:17][C:18]#[N:19].[CH3:1][c:2]1[n:3][c:4]([Cl:9])[cH:5][c:6]([Cl:8])[n:7]1.[OH2:20]>>[CH3:1][c:2]1[n:3][c:4]([Cl:9])[cH:5][c:6]([N:14]([CH2:10][CH2:11][CH2:12][CH3:13])[CH2:15][CH3:16])[n:7]1. Reactants: CCc1ccc2nc(C)[nH]c2c1N1CC(CN=[N+]=[N-])OC1=O, CCOC(C)=O, [H][H]. Yields the product CCc1ccc2nc(C)[nH]c2c1N1CC(CN)OC1=O. RXN SMILES: [CH2:1]([CH3:2])[c:3]1[c:4]([N:13]2[C:14](=[O:22])[O:15][CH:16]([CH2:18][N:19]=[N+:20]=[N-:21])[CH2:17]2)[c:5]2[c:6]([n:7][c:8]([CH3:10])[nH:9]2)[cH:11][cH:12]1.[CH3:25][CH2:26][O:27][C:28](=[O:29])[CH3:30].[H:23][H:24]>>[CH2:1]([CH3:2])[c:3]1[c:4]([N:13]2[C:14](=[O:22])[O:15][CH:16]([CH2:18][NH2:19])[CH2:17]2)[c:5]2[c:6]([n:7][c:8]([CH3:10])[nH:9]2)[cH:11][cH:12]1.